Task: describe an organic reaction: reactants, conditions, products, and yield. Dataset: the Open Reaction Database (ORD), a public repository of structured organic reaction records The reactants are C(C1=CC=CC=C1)Cl (benzylchloride), CC(C)([O-])C.[K+] (potassium t-butoxide), NC1=C(C(NC(N1CC)=O)=O)NC(C(C)C)=O (6-amino-1-ethyl-5-isobutyrylamino-uracil), CC(C)(C)[O-].[K+] (t-BuOK), ClC1=CC=C(CCl)C=C1 (4-chloro-benzylchloride), Cl (HCl). Conditions: time 3 hour. Product: ClC1=CC=C(CN2C(=O)N(C=3N=C(NC3C2=O)C(C)C)CC)C=C1 (1-(4-Chlorobenzyl)-3-ethyl-8-isopropyl-xanthine). Isolated yield 56.7%. RXN SMILES: CC(C)([O-])C.[K+].[NH2:7][C:8]1[N:13]([CH2:14][CH3:15])[C:12](=[O:16])[NH:11][C:10](=[O:17])[C:9]=1[NH:18][C:19](=O)[CH:20]([CH3:22])[CH3:21].[Cl:24][C:25]1[CH:32]=[CH:31][C:28]([CH2:29]Cl)=[CH:27][CH:26]=1.C(Cl)C1C=CC=CC=1.Cl>>[Cl:24][C:25]1[CH:32]=[CH:31][C:28]([CH2:29][N:11]2[C:10](=[O:17])[C:9]3[NH:18][C:19]([CH:20]([CH3:22])[CH3:21])=[N:7][C:8]=3[N:13]([CH2:14][CH3:15])[C:12]2=[O:16])=[CH:27][CH:26]=1 |f:0.1|. Reported procedure: 3.17 g (28.2 mM) of potassium t-butoxide (t-BuOK) were added to a solution of 6.11 g (27.5 mM) of 6-amino-1-ethyl-5-isobutyrylamino-uracil. At 0° C., 4.90 g (30.4 mM) of 4-chlorobenzylclhloride were added. After 3 hours at 0-5° C., further 1.22 g t-BuOK and 2.45 g of 4-chloro-benzylchloride were added. After further 3 hours another 2.45 g of benzylchloride are supplemented. After 3 days, the solution was neutralized with 1N HCl and the solvents evaporated. The residue was suspended in water, the...